From a dataset of the Open Reaction Database (ORD), a public repository of structured organic reaction records. describe an organic reaction: reactants, conditions, products, and yield Reactants: ClC1=CC=C(C=C1)C1=NC=2N(C(=C1)C1CC1)N=CC2C#C (5-(4-chloro-phenyl)-7-cyclopropyl-3-ethynyl-pyrazolo[1,5-a]pyrimidine), OCC(C)(C)NS(=O)(=O)C=1C=NC=C(C1)Br (5-bromo-pyridine-3-sulfonic acid (2-hydroxy-1,1-dimethyl-ethyl)-amide). The product is OCC(C)(C)NS(=O)(=O)C=1C=NC=C(C1)C#CC=1C=NN2C1N=C(C=C2C2CC2)C2=CC=C(C=C2)Cl (5-[5-(4-Chloro-phenyl)-7-cyclopropyl-pyrazolo[1,5-a]pyrimidin-3-ylethynyl]-pyridine-3-sulfonic acid (2-hydroxy-1,1-dimethyl-ethyl)-amide), solid. Yield: 52.0%. Reaction SMILES: [Cl:1][C:2]1[CH:7]=[CH:6][C:5]([C:8]2[CH:13]=[C:12]([CH:14]3[CH2:16][CH2:15]3)[N:11]3[N:17]=[CH:18][C:19]([C:20]#[CH:21])=[C:10]3[N:9]=2)=[CH:4][CH:3]=1.[OH:22][CH2:23][C:24]([NH:27][S:28]([C:31]1[CH:32]=[N:33][CH:34]=[C:35](Br)[CH:36]=1)(=[O:30])=[O:29])([CH3:26])[CH3:25]>>[OH:22][CH2:23][C:24]([NH:27][S:28]([C:31]1[CH:32]=[N:33][CH:34]=[C:35]([C:21]#[C:20][C:19]2[CH:18]=[N:17][N:11]3[C:12]([CH:14]4[CH2:16][CH2:15]4)=[CH:13][C:8]([C:5]4[CH:6]=[CH:7][C:2]([Cl:1])=[CH:3][CH:4]=4)=[N:9][C:10]=23)[CH:36]=1)(=[O:30])=[O:29])([CH3:26])[CH3:25]. Reported procedure: The title compound was prepared from 5-(4-chloro-phenyl)-7-cyclopropyl-3-ethynyl-pyrazolo[1,5-a]pyrimidine (example C.5) (147 mg, 0.5 mmol) and 5-bromo-pyridine-3-sulfonic acid (2-hydroxy-1,1-dimethyl-ethyl)-amide (155 mg, 0.5 mmol) (example B.2) according to general procedure II. Obtained as a yellow solid (137 mg, 52%). MS (ISP) 522.2 [(M+H)+]; mp 230-231° C.